Dataset: the Open Reaction Database (ORD), a public repository of structured organic reaction records. Task: describe an organic reaction: reactants, conditions, products, and yield Product: OCC1=CC=C2C=CC=C3C4=CC=CC=C4C1=C23 (1-hydroxymethylfluoranthene). Starting materials: COC(=O)C1=CC=C2C=CC=C3C4=CC=CC=C4C1=C23 (Methyl-1-fluoranthencarboxylate), [Li+].[BH4-] (LiBH4), C1CCOC1 (THF), Cl (HCl). Yield: 85.7%. Reported procedure: To a RB flask equipped with magnetic stirrer, condenser, and N2 inlet line with bubbler was added methyl-1-fluoranthenecarboxylate (3A, 71.54 g, 0.275 mol), LiBH4 (Aldrich, 100 g, 0.459 mol) and dry THF (1 L). The mixture was refluxed overnight, cooled and poured into H2O (2 L). The mixture was cautiously acidified with 1N HCl, filtered and the resulting solid washed with H2O (2×300 mL). After recrystallization (CH2Cl2 /hexane) and drying, 54.75 g (86%) of 1-hydroxymethylfluoranthene was obtaine... Reaction SMILES: C[O:2][C:3]([C:5]1[C:19]2=[C:20]3[C:12]([C:13]4[C:18]2=[CH:17][CH:16]=[CH:15][CH:14]=4)=[CH:11][CH:10]=[CH:9][C:8]3=[CH:7][CH:6]=1)=O.[Li+].[BH4-].C1COCC1.Cl>O>[OH:2][CH2:3][C:5]1[C:19]2=[C:20]3[C:12]([C:13]4[C:18]2=[CH:17][CH:16]=[CH:15][CH:14]=4)=[CH:11][CH:10]=[CH:9][C:8]3=[CH:7][CH:6]=1 |f:1.2|. Solvent: O (H2O).